Dataset: the Open Reaction Database (ORD), a public repository of structured organic reaction records. Task: describe an organic reaction: reactants, conditions, products, and yield As a reaction SMILES: [C:31](=[O:32])([OH:33])[O-:34].[CH3:22][NH:23][C:24]([NH:25][NH2:26])=[O:27].[CH3:28][CH2:29][OH:30].[CH:1]([CH3:2])([CH3:3])[N:4]([CH2:5][CH2:6][N:7]1[C:8](=[O:9])[C:10](=[O:11])[c:12]2[cH:13][c:14]([CH3:18])[cH:15][cH:16][c:17]21)[CH:19]([CH3:20])[CH3:21].[Na+:35].[OH2:36]>>[CH:1]([CH3:2])([CH3:3])[N:4]([CH2:5][CH2:6][N:7]1[C:8](=[O:9])[C:10](=[N:26][NH:25][C:24]([NH:23][CH3:22])=[O:27])[c:12]2[cH:13][c:14]([CH3:18])[cH:15][cH:16][c:17]21)[CH:19]([CH3:20])[CH3:21]. The product is CNC(=O)NN=C1C(=O)N(CCN(C(C)C)C(C)C)c2ccc(C)cc21. Reactants: O=C([O-])O, CNC(=O)NN, CCO, Cc1ccc2c(c1)C(=O)C(=O)N2CCN(C(C)C)C(C)C, [Na+], O. The reactants are [BH4-], CCC(C#N)(CC)c1ccc(C#N)cc1, C1CCOC1, [Li]C, CC#N, CO, Cl, [Na+], [Na+], [OH-], O. Product: CCC(C#N)(CC)c1ccc(C(C)N)cc1. As a reaction SMILES: [BH4-:18].[C:1](#[N:2])[C:3]([CH2:4][CH3:5])([CH2:6][CH3:7])[c:8]1[cH:9][cH:10][c:11]([C:12]#[N:13])[cH:14][cH:15]1.[CH2:29]1[O:30][CH2:31][CH2:32][CH2:33]1.[CH3:16][Li:17].[CH3:23][C:24]#[N:25].[CH3:26][OH:27].[ClH:20].[Na+:19].[Na+:22].[OH-:21].[OH2:28]>>[C:1](#[N:2])[C:3]([CH2:4][CH3:5])([CH2:6][CH3:7])[c:8]1[cH:9][cH:10][c:11]([CH:12]([NH2:13])[CH3:23])[cH:14][cH:15]1. Reactants: CCOC(C)=O, Cc1cc(F)ccc1[N+](=O)[O-], [H][H]. The product is Cc1cc(F)ccc1N. RXN SMILES: [CH3:14][CH2:15][O:16][C:17](=[O:18])[CH3:19].[F:1][c:2]1[cH:3][c:4]([CH3:11])[c:5]([N+:8]([O-:9])=[O:10])[cH:6][cH:7]1.[H:12][H:13]>>[F:1][c:2]1[cH:3][c:4]([CH3:11])[c:5]([NH2:8])[cH:6][cH:7]1. Starting materials: C=CCN, O=C=Nc1ccccc1, c1ccccc1. The product is C=CCNC(=O)Nc1ccccc1. Reaction SMILES: [CH2:10]([CH:11]=[CH2:12])[NH2:13].[c:1]1([N:7]=[C:8]=[O:9])[cH:2][cH:3][cH:4][cH:5][cH:6]1.[cH:14]1[cH:15][cH:16][cH:17][cH:18][cH:19]1>>[c:1]1([NH:7][C:8](=[O:9])[NH:13][CH2:10][CH:11]=[CH2:12])[cH:2][cH:3][cH:4][cH:5][cH:6]1. The reactants are C(=O)[O-].[NH4+] (ammonium formate), C(C1=CC=CC=C1)N1CC(N(CC1)C=1C=C2C=NNC2=CC1)CC1CCOCC1 (5-[4-benzyl-2-(tetrahydro-pyran-4-ylmethyl)-piperazin-1-yl]-1H-indazole). Reagents/catalysts: [OH-].[OH-].[Pd+2] (Pd(OH)2). Run in CO (MeOH). The product is O1CCC(CC1)CC1N(CCNC1)C=1C=C2C=NNC2=CC1 (5-[2-(tetrahydro-pyran-4-ylmethyl)-piperazin-1-yl]-1H-indazole). The yield is 61.8%. Reaction SMILES: C([N:8]1[CH2:13][CH2:12][N:11]([C:14]2[CH:15]=[C:16]3[C:20](=[CH:21][CH:22]=2)[NH:19][N:18]=[CH:17]3)[CH:10]([CH2:23][CH:24]2[CH2:29][CH2:28][O:27][CH2:26][CH2:25]2)[CH2:9]1)C1C=CC=CC=1.C([O-])=O.[NH4+]>CO.[OH-].[OH-].[Pd+2]>[O:27]1[CH2:28][CH2:29][CH:24]([CH2:23][CH:10]2[CH2:9][NH:8][CH2:13][CH2:12][N:11]2[C:14]2[CH:15]=[C:16]3[C:20](=[CH:21][CH:22]=2)[NH:19][N:18]=[CH:17]3)[CH2:25][CH2:26]1 |f:1.2,4.5.6|. Reported procedure: To a mixture of 5-[4-benzyl-2-(tetrahydro-pyran-4-ylmethyl)-piperazin-1-yl]-1H-indazole (0.27 g, 0.7 mmol), Pd(OH)2 (0.050 g), in 75 mL MeOH was added ammonium formate (0.43 g, 6.9 mmol). The mixture was heated to reflux. After 1 hr the mixture was cooled, filtered through celite and concentrated in vacuo to give a crude solid. Purification via flash chromatography afforded 5-[2-(tetrahydro-pyran-4-ylmethyl)-piperazin-1-yl]-1H-indazole (0.13 g, 62%) as a white foam: 1H NMR (300 MHz, CDCl3) δ 7.9... Reactants: C(C)(C)(C)OC(N[C@H](CO[Si](C1=CC=CC=C1)(C1=CC=CC=C1)C(C)(C)C)CCl)=O (tert-butyl[(2R)-1-{[tert-butyl(diphenyl)silyl]oxy}-3-chloropropan-2-yl]carbamate), NC1=C(C=CC=C1)S (2-aminobenzenethiol), C([O-])([O-])=O.[Cs+].[Cs+] (cesium carbonate). Solvent: C(Cl)Cl (DCM), CN(C)C=O (DMF). Run at time 3 hour. Yields the product C(C)(C)(C)OC(N[C@@H](CSC1=C(C=CC=C1)N)CO[Si](C1=CC=CC=C1)(C1=CC=CC=C1)C(C)(C)C)=O (tert-butyl[(2R)-1-[(2-aminophenyl)sulfanyl]-3-{[tert-butyl(diphenyl)silyl]oxy}propan-2-yl]carbamate). Isolated yield 103.2%. RXN SMILES: [C:1]([O:5][C:6](=[O:30])[NH:7][C@@H:8]([CH2:28]Cl)[CH2:9][O:10][Si:11]([C:24]([CH3:27])([CH3:26])[CH3:25])([C:18]1[CH:23]=[CH:22][CH:21]=[CH:20][CH:19]=1)[C:12]1[CH:17]=[CH:16][CH:15]=[CH:14][CH:13]=1)([CH3:4])([CH3:3])[CH3:2].[NH2:31][C:32]1[CH:37]=[CH:36][CH:35]=[CH:34][C:33]=1[SH:38].C(=O)([O-])[O-].[Cs+].[Cs+]>CN(C=O)C.C(Cl)Cl>[C:1]([O:5][C:6](=[O:30])[NH:7][C@H:8]([CH2:9][O:10][Si:11]([C:24]([CH3:27])([CH3:26])[CH3:25])([C:18]1[CH:23]=[CH:22][CH:21]=[CH:20][CH:19]=1)[C:12]1[CH:17]=[CH:16][CH:15]=[CH:14][CH:13]=1)[CH2:28][S:38][C:33]1[CH:34]=[CH:35][CH:36]=[CH:37][C:32]=1[NH2:31])([CH3:4])([CH3:3])[CH3:2] |f:2.3.4|. Procedure details: A solution of tert-butyl[(2R)-1-{[tert-butyl(diphenyl)silyl]oxy}-3-chloropropan-2-yl]carbamate (58, 390 mg, 0.87 mmol) in dry DMF (2.5 ml) was treated with neat 2-aminobenzenethiol (351 mg, 2.8 mmol) followed by cesium carbonate (560 mg, 1.72 mmol). The mixture was stirred at room temperature for 3 h, diluted with DCM and washed with 1M NaOH followed by saturated NaHCO3, dried over MgSO4, filtered and concentrated to afford the title compound (482 mg) as an oil, which was submitted without furth...